From a dataset of the Open Reaction Database (ORD), a public repository of structured organic reaction records. describe an organic reaction: reactants, conditions, products, and yield The reactants are S(C)(=O)(=O)OCC(C)OC1=CC=C(C=C1)OC1=CC=C(C=C1)Cl ((±)-2-[4-(4-Chlorophenoxy)-phenoxyl]-propyl mesylate), NCCO (2-aminoethanol). The solvent is O (water), O (water). Yields the product Cl.OCCNCC(C)OC1=CC=C(C=C1)OC1=CC=C(C=C1)Cl ((±)-N-Hydroxyethyl-2-[4-(4-chlorophenoxy)-phenoxy]-1-propylamine hydrochloride). RXN SMILES: S(O[CH2:6][CH:7]([O:9][C:10]1[CH:15]=[CH:14][C:13]([O:16][C:17]2[CH:22]=[CH:21][C:20]([Cl:23])=[CH:19][CH:18]=2)=[CH:12][CH:11]=1)[CH3:8])(=O)(=O)C.[NH2:24][CH2:25][CH2:26][OH:27]>O>[ClH:23].[OH:27][CH2:26][CH2:25][NH:24][CH2:6][CH:7]([O:9][C:10]1[CH:11]=[CH:12][C:13]([O:16][C:17]2[CH:18]=[CH:19][C:20]([Cl:23])=[CH:21][CH:22]=2)=[CH:14][CH:15]=1)[CH3:8] |f:3.4|. Procedure: A mixture of 10 g (0.028 mol) of the mesylate of Example 34 and of 17 g (0.280 mol) of 2-aminoethanol is slowly heated to 170° C. The reaction mixture is allowed to return to ambient temperature and is taken up in water. After extracting the insoluble matter with diethyl ether, washing the organic phase with water and drying it over dry sodium sulphate, 8.7 g of a pale yellow oil are obtained after evaporation of the solvent. 8.4 g of this product, in ethyl acetate, are treated with a solution o...